This data is from the Open Reaction Database (ORD), a public repository of structured organic reaction records. The task is: describe an organic reaction: reactants, conditions, products, and yield The reactants are C(C1=CC=CC=C1)(=O)C1=CC=C(C=C1)C#CC(CCC=1C=NC=CC1)O ((±)-1-(4 -benzoylphenyl)-5-(3-pyridyl)pent-1-yn-3-ol). Reagents/catalysts: [Pd] (palladium on carbon). The solvent is C(C)O (ethanol). Reaction conditions: time 18 hour. Product: C(C1=CC=CC=C1)(=O)C1=CC=C(C=C1)CCC(CCC=1C=NC=CC1)O ((±)-1-(4-Benzoylphenyl)-5-(3-pyridyl)-3-pentanol), gum. RXN SMILES: [C:1]([C:9]1[CH:14]=[CH:13][C:12]([C:15]#[C:16][CH:17]([OH:26])[CH2:18][CH2:19][C:20]2[CH:21]=[N:22][CH:23]=[CH:24][CH:25]=2)=[CH:11][CH:10]=1)(=[O:8])[C:2]1[CH:7]=[CH:6][CH:5]=[CH:4][CH:3]=1>C(O)C.[Pd]>[C:1]([C:9]1[CH:14]=[CH:13][C:12]([CH2:15][CH2:16][CH:17]([OH:26])[CH2:18][CH2:19][C:20]2[CH:21]=[N:22][CH:23]=[CH:24][CH:25]=2)=[CH:11][CH:10]=1)(=[O:8])[C:2]1[CH:3]=[CH:4][CH:5]=[CH:6][CH:7]=1. Reported procedure: Prepared according to the method as described in Example 55g) from (±)-1-(4 -benzoylphenyl)-5-(3-pyridyl)pent-1-yn-3-ol (0.6 g) in ethanol (10 ml), hydrogenated at 1.5 atmospheres for 18 hours using palladium on carbon (10%, 0.05 g). The residue was purified by column chromatography over silica with dichloromethane:ethanol (95:5) to give the title compound as an off white gum (0.387 g). Reaction SMILES: C([O:3][C:4]([C:6]1[CH:7]=[N:8][C:9]2[C:14]([C:15]=1[NH:16][CH:17]1[CH2:22][CH2:21][CH:20]([CH3:23])[CH2:19][CH2:18]1)=[CH:13][CH:12]=[CH:11][C:10]=2[O:24][CH3:25])=O)C.[Cl:26][C:27]1[CH:32]=[CH:31][CH:30]=[CH:29][C:28]=1[N:33]=[C:34]=[O:35]>>[Cl:26][C:27]1[CH:32]=[CH:31][CH:30]=[CH:29][C:28]=1[N:33]1[C:4](=[O:3])[C:6]2[CH:7]=[N:8][C:9]3[C:10]([O:24][CH3:25])=[CH:11][CH:12]=[CH:13][C:14]=3[C:15]=2[N:16]([CH:17]2[CH2:18][CH2:19][CH:20]([CH3:23])[CH2:21][CH2:22]2)[C:34]1=[O:35]. Procedure details: 3-(2-Chloro-phenyl)-7-methoxy-1-(4-methyl-cyclohexyl)-1H-pyrimido[5,4-c]quinoline-2,4-dione (50 mg) was prepared from 8-methoxy-4-(4-methyl-cyclohexylamino)-quinoline-3-carboxylic acid ethyl ester (0.164 mmol) and 1-chloro-2-isocyanato-benzene (0.25 mmol) following general procedure C. LCMS: m/z 450 [M+1]+. 1H NMR (400 MHz, CDCl3): δ 9.58 (s, 1H), 7.62 (m, 1H), 7.54-7.59 (m, 1H), 7.52 (m, 2H), 7.06 (m, 2H), 6.42 (m, 1H), 4.91 (m, 1H), 4.06 (s, 3H), 2.71 (m, 1H), 1.98 (m, 1H), 1.65 (m, 4H), 1.56 ... Isolated yield 67.8%. The product is ClC1=C(C=CC=C1)N1C(N(C2=C(C=NC=3C(=CC=CC23)OC)C1=O)C1CCC(CC1)C)=O (3-(2-Chloro-phenyl)-7-methoxy-1-(4-methyl-cyclohexyl)-1H-pyrimido[5,4-c]quinoline-2,4-dione). The reactants are C(C)OC(=O)C=1C=NC2=C(C=CC=C2C1NC1CCC(CC1)C)OC (8-methoxy-4-(4-methyl-cyclohexylamino)-quinoline-3-carboxylic acid ethyl ester), ClC1=C(C=CC=C1)N=C=O (1-chloro-2-isocyanato-benzene). Starting materials: Cc1c(Cl)nn2ccnc2c1Br, CCOc1ccc(N)cc1, COc1ccc(N)cc1, CN1CCCC1=O, Cl, [K+], [K+], O=C([O-])[O-], O. Product: CCOc1ccc(Nc2c(C)c(Cl)nn3ccnc23)cc1. As a reaction SMILES: [Br:1][c:2]1[c:3]2[n:4]([n:5][c:6]([Cl:9])[c:7]1[CH3:8])[cH:10][cH:11][n:12]2.[CH3:14][CH2:15][O:16][c:17]1[cH:18][cH:19][c:20]([NH2:23])[cH:21][cH:22]1.[CH3:24][O:25][c:26]1[cH:27][cH:28][c:29]([NH2:30])[cH:31][cH:32]1.[CH3:39][N:40]1[CH2:41][CH2:42][CH2:43][C:44]1=[O:45].[ClH:13].[K+:33].[K+:34].[O-:35][C:36]([O-:37])=[O:38].[OH2:46]>>[c:2]1([NH:23][c:20]2[cH:19][cH:18][c:17]([O:16][CH2:15][CH3:14])[cH:22][cH:21]2)[c:3]2[n:4]([n:5][c:6]([Cl:9])[c:7]1[CH3:8])[cH:10][cH:11][n:12]2. Reactants: ClC=1C=CC(=C(CN2C3=C(NCC2)N=CC(=C3)C3=CC=C(C(=O)O)C=C3)C1)C(F)(F)F (4-{1-[5-chloro-2-(trifluoromethyl)benzyl]-1,2,3,4-tetrahydropyrido[2,3-b]pyrazin-7-yl}benzoic acid), ClC1=CC=C(CN2CCNCC2)C=C1 (1-(4-chlorobenzyl)piperazine). The product is ClC1=CC=C(CN2CCN(CC2)C(=O)C2=CC=C(C=C2)C2=CC3=C(NCCN3CC3=C(C=CC(=C3)Cl)C(F)(F)F)N=C2)C=C1 ([4-(4-Chlorobenzyl)piperazin-1-yl]-(4-{1-[5-chloro-2-(trifluoromethyl)benzyl]-1,2,3,4-tetrahydropyrido[2,3-b]pyrazin-7-yl}phenyl)methanone). As a reaction SMILES: [Cl:1][C:2]1[CH:3]=[CH:4][C:5]([C:28]([F:31])([F:30])[F:29])=[C:6]([CH:27]=1)[CH2:7][N:8]1[CH2:13][CH2:12][NH:11][C:10]2[N:14]=[CH:15][C:16]([C:18]3[CH:26]=[CH:25][C:21]([C:22]([OH:24])=O)=[CH:20][CH:19]=3)=[CH:17][C:9]1=2.[Cl:32][C:33]1[CH:45]=[CH:44][C:36]([CH2:37][N:38]2[CH2:43][CH2:42][NH:41][CH2:40][CH2:39]2)=[CH:35][CH:34]=1>>[Cl:32][C:33]1[CH:45]=[CH:44][C:36]([CH2:37][N:38]2[CH2:43][CH2:42][N:41]([C:22]([C:21]3[CH:20]=[CH:19][C:18]([C:16]4[CH:15]=[N:14][C:10]5[NH:11][CH2:12][CH2:13][N:8]([CH2:7][C:6]6[CH:27]=[C:2]([Cl:1])[CH:3]=[CH:4][C:5]=6[C:28]([F:29])([F:31])[F:30])[C:9]=5[CH:17]=4)=[CH:26][CH:25]=3)=[O:24])[CH2:40][CH2:39]2)=[CH:35][CH:34]=1. Reported procedure: 4-{1-[5-chloro-2-(trifluoromethyl)benzyl]-1,2,3,4-tetrahydropyrido[2,3-b]pyrazin-7-yl}benzoic acid was reacted with 1-(4-chlorobenzyl)piperazine as in General Procedure 10 to give the title compound. LCMS: m/z=639.99 (M+H+); retention time=0.69 minutes.